From a dataset of the Open Reaction Database (ORD), a public repository of structured organic reaction records. describe an organic reaction: reactants, conditions, products, and yield Starting materials: COC=1C=C(C=CC1OC)C1CNCCC1 (3-(3',4'-dimethoxyphenyl)-piperidine), C(C=C)Br (allyl bromide). The reagents and catalysts are [Ag]=O (silver oxide). The solvent is CC(=O)C (acetone). Reaction conditions: temperature 20 celsius, time 30 minute. The product is C(C=C)N1CC(CCC1)C1=CC(=C(C=C1)OC)OC (N-allyl-3-(3',4'-dimethoxyphenyl)-piperidine). Reaction SMILES: [CH3:1][O:2][C:3]1[CH:4]=[C:5]([CH:11]2[CH2:16][CH2:15][CH2:14][NH:13][CH2:12]2)[CH:6]=[CH:7][C:8]=1[O:9][CH3:10].[CH2:17](Br)[CH:18]=[CH2:19]>CC(C)=O.[Ag]=O>[CH2:19]([N:13]1[CH2:14][CH2:15][CH2:16][CH:11]([C:5]2[CH:6]=[CH:7][C:8]([O:9][CH3:10])=[C:3]([O:2][CH3:1])[CH:4]=2)[CH2:12]1)[CH:18]=[CH2:17]. Procedure details: 2.8 g of silver oxide were added to a solution of 5.6 g of 3-(3',4'-dimethoxyphenyl)-piperidine in 28 ml of acetone and then 2.3 ml of allyl bromide were added dropwise thereto with slow cooling. The mixture was stirred at 20° C for 30 minutes and was then filtered. The filtrate was evaporated to dryness and the residue was chromatographed over silica gel. Elution with a 6-3-1 cyclohexane-chloroform-triethylamine mixture yielded 5.55 g of N-allyl-3-(3',4'-dimethoxyphenyl)-piperidine. The reactants are S(=O)(=O)(C)N[C@@H](CC1=CC=CC=C1)C(=O)O (N-mesyl-L-phenylalanine), C1(CCCCC1)N=C=NC1CCCCC1 (dicyclohexylcarbodiimide), OC1=CC=CC=2CC(COC21)O[N+](=O)[O-] (3,4-dihydro-8-hydroxy-3-nitroxy-2H-1-benzopyran). The reagents and catalysts are CN(C1=CC=NC=C1)C (4-dimethylaminopyridine). Solvent: C(Cl)Cl (methylene chloride), C(Cl)Cl (methylene chloride). The product is S(=O)(=O)(C)N[C@@H](CC1=CC=CC=C1)C(=O)OC1=CC=CC=2C[C@H](COC21)O[N+](=O)[O-] ((3R)-3,4-dihydro-8-(N-mesyl-L-phenylalanyloxy)-3-nitroxy-2H-1-benzopyran). Yield: 19.5%. Reaction SMILES: [OH:1][C:2]1[C:11]2[O:10][CH2:9][CH:8]([O:12][N+:13]([O-:15])=[O:14])[CH2:7][C:6]=2[CH:5]=[CH:4][CH:3]=1.[S:16]([NH:20][C@H:21]([C:29](O)=[O:30])[CH2:22][C:23]1[CH:28]=[CH:27][CH:26]=[CH:25][CH:24]=1)([CH3:19])(=[O:18])=[O:17].C1(N=C=NC2CCCCC2)CCCCC1>C(Cl)Cl.CN(C)C1C=CN=CC=1>[S:16]([NH:20][C@H:21]([C:29]([O:1][C:2]1[C:11]2[O:10][CH2:9][C@H:8]([O:12][N+:13]([O-:15])=[O:14])[CH2:7][C:6]=2[CH:5]=[CH:4][CH:3]=1)=[O:30])[CH2:22][C:23]1[CH:28]=[CH:27][CH:26]=[CH:25][CH:24]=1)([CH3:19])(=[O:17])=[O:18]. Reported procedure: 31.8 g of 3,4-dihydro-8-hydroxy-3-nitroxy-2H-1-benzopyran was dissolved in 500 ml of methylene chloride, and 36.6 g of N-mesyl-L-phenylalanine and 3.7 g of 4-dimethylaminopyridine were added. With stirring at room temperature, a solution of 40 g of dicyclohexylcarbodiimide in 130 ml of methylene chloride was added, and the mixture was stirred overnight at room temperature. The precipitate was removed from the reaction mixture by filtration. The filtrate was concentrated, and the residue was diss... Reactants: C(C)(=O)O (acetic acid), Triethyl phosphonoacetate, [Li+].CC(C)[N-]C(C)C (LDA), FC1=CC=C(C=C1)C1(OCC2=CC(=CC=C12)C#N)C=O (1-(4-fluorophenyl)-1-formyl-1,3-dihydro-5-isobenzofurancarbonitrile). Run at time 1 hour. The product is C(C)OC(=O)CCC1(OCC2=CC(=CC=C12)C#N)C1=CC=C(C=C1)F (1-[2-(Ethoxycarbonyl)ethyl]-1-(4-fluorophenyl)-1,3-dihydro-5-isobenzofurancarbonitrile). Yield: 57.0%. As a reaction SMILES: [Li+].[CH3:2][CH:3]([N-]C(C)C)C.[F:9][C:10]1[CH:15]=[CH:14][C:13]([C:16]2([CH:27]=O)[C:24]3[C:19](=[CH:20][C:21]([C:25]#[N:26])=[CH:22][CH:23]=3)[CH2:18][O:17]2)=[CH:12][CH:11]=1.[C:29]([OH:32])(=[O:31])[CH3:30]>>[CH2:2]([O:31][C:29]([CH2:30][CH2:27][C:16]1([C:13]2[CH:14]=[CH:15][C:10]([F:9])=[CH:11][CH:12]=2)[C:24]2[C:19](=[CH:20][C:21]([C:25]#[N:26])=[CH:22][CH:23]=2)[CH2:18][O:17]1)=[O:32])[CH3:3] |f:0.1|. Reported procedure: Triethyl phosphonoacetate (5.1 mL, 22.8 mmol) was added to a solution of LDA (22.8 mmol) in THE (100 mL) at −30° C. under an atmosphere of nitrogen. The mixture was stirred at this temperature for 1 h, then a solution of 1-(4-fluorophenyl)-1-formyl-1,3-dihydro-5-isobenzofurancarbonitrile (5.8 g, 21.7 mmol) in THE (50 mL) was added. The mixture was allowed to warm to room temperature during 2.5 h, then poured into ice/H20. The pH was adjusted to about 5 by addition of acetic acid and the aqueous ... The reactants are C(C)(C)(C)OC(=O)N1CC(C1)OC1=C(C=C(C=C1)NC(=O)C1=C(N=C(S1)C1=CC=C(C=C1)Cl)CC(=O)OC)OC (3-(4-{[2-(4-chloro-phenyl)-4-methoxycarbonylmethyl-thiazole-5-carbonyl]-amino}-2-methoxy-phenoxy)-azetidine-1-carboxylic acid tert-butyl ester), C(C)(=O)OCC (ethyl acetate), [BH4-].[Li+] (lithium borohydride), CC(=O)C (acetone). Run in C1CCOC1 (THF), O (water), C1CCOC1 (THF). The product is C(C)(C)(C)OC(=O)N1CC(C1)OC1=C(C=C(C=C1)NC(=O)C1=C(N=C(S1)C1=CC=C(C=C1)Cl)CCO)OC (3-(4-{[2-(4-Chloro-phenyl)-4-(2-hydroxy-ethyl)-thiazole-5-carbonyl]-amino}-2-methoxy-phenoxy)-azetidine-1-carboxylic acid tert-butyl ester). Yield: 88.0%. Reaction SMILES: [BH4-].[Li+].[C:3]([O:7][C:8]([N:10]1[CH2:13][CH:12]([O:14][C:15]2[CH:20]=[CH:19][C:18]([NH:21][C:22]([C:24]3[S:28][C:27]([C:29]4[CH:34]=[CH:33][C:32]([Cl:35])=[CH:31][CH:30]=4)=[N:26][C:25]=3[CH2:36][C:37](OC)=[O:38])=[O:23])=[CH:17][C:16]=2[O:41][CH3:42])[CH2:11]1)=[O:9])([CH3:6])([CH3:5])[CH3:4].CC(C)=O.C(OCC)(=O)C>C1COCC1.O>[C:3]([O:7][C:8]([N:10]1[CH2:13][CH:12]([O:14][C:15]2[CH:20]=[CH:19][C:18]([NH:21][C:22]([C:24]3[S:28][C:27]([C:29]4[CH:30]=[CH:31][C:32]([Cl:35])=[CH:33][CH:34]=4)=[N:26][C:25]=3[CH2:36][CH2:37][OH:38])=[O:23])=[CH:17][C:16]=2[O:41][CH3:42])[CH2:11]1)=[O:9])([CH3:6])([CH3:5])[CH3:4] |f:0.1|. Reported procedure: Charge to a flask under an inert atmosphere a 2 M THF solution of lithium borohydride (1140 mL, 2280 mmol) and apply ice bath cooling. Meanwhile in a separate vessel dissolve 3-(4-{[2-(4-chloro-phenyl)-4-methoxycarbonylmethyl-thiazole-5-carbonyl]-amino}-2-methoxy-phenoxy)-azetidine-1-carboxylic acid tert-butyl ester (2058 g, 3500 mmol) in THF (12.35 L). Agitate until complete dissolution is obtained. Transfer this solution to an addition funnel and begin the slow stream addition to the reducing ... The solvent is CN1CCCC1=O (NMP), C1CCOC1 (THF). Reaction SMILES: C(N(CC)C(C)C)(C)C.[NH2:10][C@@H:11]([CH2:13][OH:14])[CH3:12].Cl[C:16]1[N:21]=[C:20]([S:22][CH2:23][C:24]2[CH:29]=[CH:28][CH:27]=[C:26]([Cl:30])[C:25]=2[F:31])[N:19]=[C:18]([NH2:32])[CH:17]=1.N1C=CN=C1.[Si:38](Cl)([C:41]([CH3:44])([CH3:43])[CH3:42])([CH3:40])[CH3:39]>CN1C(=O)CCC1.C1COCC1>[Si:38]([O:14][CH2:13][C@H:11]([NH:10][C:16]1[CH:17]=[C:18]([NH2:32])[N:19]=[C:20]([S:22][CH2:23][C:24]2[CH:29]=[CH:28][CH:27]=[C:26]([Cl:30])[C:25]=2[F:31])[N:21]=1)[CH3:12])([C:41]([CH3:44])([CH3:43])[CH3:42])([CH3:40])[CH3:39]. The reactants are ClC1=CC(=NC(=N1)SCC1=C(C(=CC=C1)Cl)F)N (6-Chloro-2-[(3-chloro-2-fluorobenzyl)thio]pyrimidin-4-amine), C(C)(C)N(C(C)C)CC (N,N-Diisopropylethylamine), N[C@H](C)CO ((R)-alaninol), N1C=NC=C1 (imidazole), [Si](C)(C)(C(C)(C)C)Cl (tert-butyldimethylsilyl chloride). Product: [Si](C)(C)(C(C)(C)C)OC[C@@H](C)NC1=NC(=NC(=C1)N)SCC1=C(C(=CC=C1)Cl)F (N-((1R)-2-{[tert-Butyl(dimethyl)silyl]oxy}-1-methylethyl)-2-[(3-chloro-2-fluoro-benzyl)thio]pyrimidine-4,6-diamine). Run at time 24 hour. Procedure details: N,N-Diisopropylethylamine (5.2 ml) was added to a solution of (R)-alaninol (2.56 ml) and the subtitle product of step ii) in NMP (35 ml) and stirred at 100° C. for 24 h and then 140° C. for 24 h. After cooling to ambient temperature imidazole (2.60 g) and a solution of tert-butyldimethylsilyl chloride (2.60 g) in THF (10 ml) were added and stirring maintained for 1 h. The volatiles were removed in vacuo and the residue was purified by column chromatography (1:1 Et2O/iso-hexane) to afford the sub... The reactants are CCCCN=C=O, CC(C)OC(C)C, FC(F)(F)c1ccc(OC2CNC2)cc1. Yields the product CCCCNC(=O)N1CC(Oc2ccc(C(F)(F)F)cc2)C1. As a reaction SMILES: [CH3:16][CH2:17][CH2:18][CH2:19][N:20]=[C:21]=[O:22].[CH:23]([O:24][CH:25]([CH3:26])[CH3:27])([CH3:28])[CH3:29].[F:1][C:2]([c:3]1[cH:4][cH:5][c:6]([O:7][CH:8]2[CH2:9][NH:10][CH2:11]2)[cH:12][cH:13]1)([F:14])[F:15]>>[F:1][C:2]([c:3]1[cH:4][cH:5][c:6]([O:7][CH:8]2[CH2:9][N:10]([C:21]([NH:20][CH2:19][CH2:18][CH2:17][CH3:16])=[O:22])[CH2:11]2)[cH:12][cH:13]1)([F:14])[F:15].